The task is: describe an organic reaction: reactants, conditions, products, and yield. This data is from the Open Reaction Database (ORD), a public repository of structured organic reaction records. The reactants are C(C)OC(C(C)SC1=CN=C(S1)NC(=O)N(C1=CC(=CC=C1)C(N(C)C)=O)CC1CCCC1)=O ({2-[3-cyclopentylmethyl-3-(3-dimethylcarbamoyl-phenyl)-ureido]-thiazol-5-ylsulfanyl}-propionic acid ethyl ester), C(C)OC(C(C)SC1=CN=C(S1)N)=O ((2-amino-thiazol-5-ylsulfanyl) propionic acid ethyl ester), C1(CCCC1)CN(C(NC=1SC=C(N1)CC(=O)O)=O)C1=CC=C(C=C1)S(=O)(=O)C ({2-[3-cyclopentylmethyl-3-(4-methanesulfonyl-phenyl)-ureido]-thiazol-4-yl}-acetic acid), C1(CCCC1)CNC=1C=C(C(=O)N(C)C)C=CC1 (3-(cyclopentylmethyl-amino)-N,N-dimethyl-benzamide). The product is C1(CCCC1)CN(C(NC=1SC(=CN1)SCCC(=O)O)=O)C1=CC(=CC=C1)C(N(C)C)=O (3-{2-[3-Cyclopentylmethyl-3-(3-dimethylcarbamoyl-phenyl)-ureido]-thiazol-5-ylsulfanyl}-propionic acid). As a reaction SMILES: C(OC(=O)[CH:5]([S:7][C:8]1[S:12][C:11]([NH:13][C:14]([N:16]([CH2:28][CH:29]2[CH2:33][CH2:32][CH2:31][CH2:30]2)[C:17]2[CH:22]=[CH:21][CH:20]=[C:19]([C:23](=[O:27])[N:24]([CH3:26])[CH3:25])[CH:18]=2)=[O:15])=[N:10][CH:9]=1)[CH3:6])C.C1(CN(C2C=CC(S(C)(=O)=O)=CC=2)C(=O)NC2SC=C(C[C:50]([OH:52])=[O:51])N=2)CCCC1.C1(CNC2C=C(C=CC=2)C(N(C)C)=O)CCCC1.C(OC(=O)C(SC1SC(N)=NC=1)C)C>>[CH:29]1([CH2:28][N:16]([C:17]2[CH:22]=[CH:21][CH:20]=[C:19]([C:23](=[O:27])[N:24]([CH3:26])[CH3:25])[CH:18]=2)[C:14](=[O:15])[NH:13][C:11]2[S:12][C:8]([S:7][CH2:5][CH2:6][C:50]([OH:52])=[O:51])=[CH:9][N:10]=2)[CH2:30][CH2:31][CH2:32][CH2:33]1. Procedure details: The title compound was prepared via {2-[3-cyclopentylmethyl-3-(3-dimethylcarbamoyl-phenyl)-ureido]-thiazol-5-ylsulfanyl}-propionic acid ethyl ester in a similar manner as described for the synthesis of {2-[3-cyclopentylmethyl-3-(4-methanesulfonyl-phenyl)-ureido]-thiazol-4-yl}-acetic acid, using 3-(cyclopentylmethyl-amino)-N,N-dimethyl-benzamide and (2-amino-thiazol-5-ylsulfanyl) propionic acid ethyl ester Starting materials: Cl.ClC=1N=C(NC1C1=CC=C(C=C1)NC(OC)=O)[C@H]1NC[C@H](C1)C1CCN(CC1)S(=O)(=O)C (methyl [4-(4-chloro-2-{(2S,4R)-4-[1-(methylsulfonyl)-4-piperidinyl]-2-pyrrolidinyl}-1H-imidazol-5-yl)phenyl]carbamate hydrochloride), CC(C)(C)OC(=O)NC(=N)C1=CC=C(C(=O)O)C=C1 (4-(N-{[(2-methyl-2-propanyl)oxy]carbonyl}carbamimidoyl)benzoic acid). The product is ClC=1N=C(NC1C1=CC=C(C=C1)NC(=O)OC)[C@H]1N(C[C@H](C1)C1CCN(CC1)S(=O)(=O)C)C(=O)C1=CC=C(C=C1)C(=N)NC(OC(C)(C)C)=O (2-methyl-2-propanyl {[4-({(2S,4R)-2-(4-chloro-5-{4-[(methoxycarbonyl)amino]phenyl}-1H-imidazol-2-yl)-4-[1-(methylsulfonyl)-4-piperidinyl]-1-pyrrolidinyl}carbonyl)phenyl](imino)methyl}carbamate). As a reaction SMILES: Cl.[Cl:2][C:3]1[N:4]=[C:5]([C@@H:19]2[CH2:23][C@H:22]([CH:24]3[CH2:29][CH2:28][N:27]([S:30]([CH3:33])(=[O:32])=[O:31])[CH2:26][CH2:25]3)[CH2:21][NH:20]2)[NH:6][C:7]=1[C:8]1[CH:13]=[CH:12][C:11]([NH:14][C:15](=[O:18])[O:16][CH3:17])=[CH:10][CH:9]=1.[CH3:34][C:35]([O:38][C:39]([NH:41][C:42]([C:44]1[CH:52]=[CH:51][C:47]([C:48](O)=[O:49])=[CH:46][CH:45]=1)=[NH:43])=[O:40])([CH3:37])[CH3:36]>>[Cl:2][C:3]1[N:4]=[C:5]([C@@H:19]2[CH2:23][C@H:22]([CH:24]3[CH2:29][CH2:28][N:27]([S:30]([CH3:33])(=[O:32])=[O:31])[CH2:26][CH2:25]3)[CH2:21][N:20]2[C:48]([C:47]2[CH:46]=[CH:45][C:44]([C:42]([NH:41][C:39](=[O:40])[O:38][C:35]([CH3:36])([CH3:34])[CH3:37])=[NH:43])=[CH:52][CH:51]=2)=[O:49])[NH:6][C:7]=1[C:8]1[CH:13]=[CH:12][C:11]([NH:14][C:15]([O:16][CH3:17])=[O:18])=[CH:10][CH:9]=1 |f:0.1|. Reported procedure: The compound prepared in Example 67 was treated with the compound prepared in Example 18 following the procedure described in Example 8 to give the title compound as a white solid. The reactants are [H-].[Na+] (Sodium hydride), N1(CCOCC1)C1=CC=C2CCCC(C2=C1)NC(/C(/CCCCl)=C/C1=CC(=C(C=C1)N1C=NC(=C1)C)OC)=O ((E)-5-chloro-2-(3-methoxy-4-(4-methyl-1H-imidazol-1-yl)-benzylidene)valeric acid (7-morpholin-4-yl-1,2,3,4-tetrahydronaphthalen-1-yl)amide), raw materials, O (water), C(C)(=O)OCC (ethyl acetate). The solvent is CN(C)C=O (DMF). Run at time 30 minute. Yields the product COC=1C=C(\C=C/2\C(N(CCC2)C2CCCC3=CC=C(C=C23)N2CCOCC2)=O)C=CC1N1C=NC(=C1)C ((E)-3-(3-methoxy-4-(4-methyl-1H-imidazol-1-yl)benzylidene)-1-(7-morpholin-4-yl-1,2,3,4-tetrahydronaphthalen-1-yl)piperidin-2-one). The yield is 98.1%. RXN SMILES: [H-].[Na+].[N:3]1([C:9]2[CH:18]=[C:17]3[C:12]([CH2:13][CH2:14][CH2:15][CH:16]3[NH:19][C:20](=[O:41])/[C:21](=[CH:26]/[C:27]3[CH:32]=[CH:31][C:30]([N:33]4[CH:37]=[C:36]([CH3:38])[N:35]=[CH:34]4)=[C:29]([O:39][CH3:40])[CH:28]=3)/[CH2:22][CH2:23][CH2:24]Cl)=[CH:11][CH:10]=2)[CH2:8][CH2:7][O:6][CH2:5][CH2:4]1.O.C(OCC)(=O)C>CN(C=O)C>[CH3:40][O:39][C:29]1[CH:28]=[C:27]([CH:32]=[CH:31][C:30]=1[N:33]1[CH:37]=[C:36]([CH3:38])[N:35]=[CH:34]1)/[CH:26]=[C:21]1/[C:20](=[O:41])[N:19]([CH:16]2[C:17]3[C:12](=[CH:11][CH:10]=[C:9]([N:3]4[CH2:8][CH2:7][O:6][CH2:5][CH2:4]4)[CH:18]=3)[CH2:13][CH2:14][CH2:15]2)[CH2:24][CH2:23][CH2:22]/1 |f:0.1|. Reported procedure: Sodium hydride (containing mineral oil at 40%, 37.8 mg) was added to a solution of (E)-5-chloro-2-(3-methoxy-4-(4-methyl-1H-imidazol-1-yl)-benzylidene)valeric acid (7-morpholin-4-yl-1,2,3,4-tetrahydronaphthalen-1-yl)amide (213 mg) in DMF (5.0 mL) at 0° C., and the reaction solution was stirred for 30 minutes. After confirming that the raw materials disappeared, water and ethyl acetate were added to the reaction solution and the organic layer was partitioned. The organic layer was washed with bri... The reactants are CC(=O)Nc1ccc([N+](=O)[O-])cc1OC(C)=O, CO, CCOC(C)=O, Cl, [Li+], [OH-]. The product is CC(=O)Nc1ccc([N+](=O)[O-])cc1O. RXN SMILES: [C:1]([CH3:2])(=[O:3])[NH:4][c:5]1[c:6]([O:14][C:15](=[O:16])[CH3:17])[cH:7][c:8]([N+:11](=[O:12])[O-:13])[cH:9][cH:10]1.[CH3:21][OH:22].[CH3:23][CH2:24][O:25][C:26]([CH3:27])=[O:28].[ClH:20].[Li+:19].[OH-:18]>>[C:1]([CH3:2])(=[O:3])[NH:4][c:5]1[c:6]([OH:14])[cH:7][c:8]([N+:11](=[O:12])[O-:13])[cH:9][cH:10]1. Starting materials: CC(C)(C)OC(=O)NCCN1CCN(c2cnc3ccc(Br)cc3n2)CC1, NS(=O)(=O)c1cncc(Br)c1, O=C([O-])[O-], C1COCCO1, CC(=O)[O-], [K+], [K+], [K+]. The product is CC(C)(C)OC(=O)NCCN1CCN(c2cnc3ccc(-c4cncc(S(N)(=O)=O)c4)cc3n2)CC1. Reaction SMILES: [Br:1][c:2]1[cH:3][cH:4][c:5]2[n:6][cH:7][c:8]([N:12]3[CH2:13][CH2:14][N:15]([CH2:18][CH2:19][NH:20][C:21]([O:22][C:23]([CH3:24])([CH3:25])[CH3:26])=[O:27])[CH2:16][CH2:17]3)[n:9][c:10]2[cH:11]1.[Br:33][c:34]1[cH:35][c:36]([S:40](=[O:41])(=[O:42])[NH2:43])[cH:37][n:38][cH:39]1.[C:44](=[O:45])([O-:46])[O-:47].[CH2:50]1[O:51][CH2:52][CH2:53][O:54][CH2:55]1.[CH3:29][C:30](=[O:31])[O-:32].[K+:28].[K+:48].[K+:49]>>[c:2]1(-[c:34]2[cH:35][c:36]([S:40](=[O:41])(=[O:42])[NH2:43])[cH:37][n:38][cH:39]2)[cH:3][cH:4][c:5]2[n:6][cH:7][c:8]([N:12]3[CH2:13][CH2:14][N:15]([CH2:18][CH2:19][NH:20][C:21]([O:22][C:23]([CH3:24])([CH3:25])[CH3:26])=[O:27])[CH2:16][CH2:17]3)[n:9][c:10]2[cH:11]1. Reactants: CN(C(=O)c1ccccc1N(CC(=O)OC(C)(C)C)C(=O)CN1C(=O)c2ccccc2C1=O)c1ccccc1, O, O=C(O)C(F)(F)F. The product is CN(C(=O)c1ccccc1N(CC(=O)O)C(=O)CN1C(=O)c2ccccc2C1=O)c1ccccc1. Reaction SMILES: [CH3:1][N:2]([c:3]1[cH:4][cH:5][cH:6][cH:7][cH:8]1)[C:9](=[O:10])[c:11]1[c:12]([N:17]([C:18]([CH2:19][N:20]2[C:21](=[O:30])[c:22]3[c:23]([cH:26][cH:27][cH:28][cH:29]3)[C:24]2=[O:25])=[O:31])[CH2:32][C:33](=[O:34])[O:35][C:36]([CH3:37])([CH3:38])[CH3:39])[cH:13][cH:14][cH:15][cH:16]1.[OH2:40].[OH:41][C:42]([C:43]([F:44])([F:45])[F:46])=[O:47]>>[CH3:1][N:2]([c:3]1[cH:4][cH:5][cH:6][cH:7][cH:8]1)[C:9](=[O:10])[c:11]1[c:12]([N:17]([C:18]([CH2:19][N:20]2[C:21](=[O:30])[c:22]3[c:23]([cH:26][cH:27][cH:28][cH:29]3)[C:24]2=[O:25])=[O:31])[CH2:32][C:33](=[O:34])[OH:35])[cH:13][cH:14][cH:15][cH:16]1. Starting materials: COC(CN1C(C(CC=CC1)N)=O)=O ((3-amino-2-oxo-2,3,4,7-tetrahydroazepin-1-yl) acetic acid methyl ester), C1(=NC=CC2=CC=CC=C12)C(=O)O (1-isoquinoline-carboxylic acid), ON1N=NC2=C1C=CC=C2 (1-hydroxybenzotriazole), 1-(3-dimethyl-aminopropyl)-3-ethyl-carbodiimide hydrochloride. Run in CCOC(=O)C (EtOAc), C(Cl)Cl.CN(C)C=O (CH2Cl2 DMF). Conditions: time 12 hour. RXN SMILES: [CH3:1][O:2][C:3](=[O:14])[CH2:4][N:5]1[CH2:11][CH:10]=[CH:9][CH2:8][CH:7]([NH2:12])[C:6]1=[O:13].[C:15]1([C:25]([OH:27])=O)[C:24]2[C:19](=[CH:20][CH:21]=[CH:22][CH:23]=2)[CH:18]=[CH:17][N:16]=1.ON1C2C=CC=C[C:32]=2N=N1>C(Cl)Cl.CN(C=O)C.CCOC(C)=O>[CH2:1]([O:2][C:3](=[O:14])[CH2:4][N:5]1[CH2:11][CH:10]=[CH:9][CH2:8][CH:7]([NH:12][C:25]([C:15]2[C:24]3[C:19](=[CH:20][CH:21]=[CH:22][CH:23]=3)[CH:18]=[CH:17][N:16]=2)=[O:27])[C:6]1=[O:13])[CH3:32] |f:3.4|. Yields the product C(C)OC(CN1C(C(CC=CC1)NC(=O)C1=NC=CC2=CC=CC=C12)=O)=O ((3-[(isoquinolin-1-carbonyl)amino]-2-oxo-2,3,4,7-tetrahydroazepin-1-yl) acetic acid ethyl ester). Reported procedure: (3-amino-2-oxo-2,3,4,7-tetrahydroazepin-1-yl) acetic acid methyl ester, 3, (0.365 g, 1.68 mmol) is dissolved in 1:1 CH2Cl2/DMF and 1-isoquinoline-carboxylic acid (1.4 g, 8.1 mmol), 1-hydroxybenzotriazole (0.35 g, 2.6 mmol), and 1-(3-dimethyl-aminopropyl)-3-ethyl-carbodiimide hydrochloride (0.5 g, 2.6 mmol) are added. The resulting solution is stirred at room temperature for 12 hours, diluted with EtOAc, washed with saturated NaHCO3 then brine, and dried (MgSO4). The solvent is removed in vacuo a...